Dataset: the Open Reaction Database (ORD), a public repository of structured organic reaction records. Task: describe an organic reaction: reactants, conditions, products, and yield The reactants are C(C1=CC=CC=C1)N1C2=C(C=CC(=C2C=2C(CCCC12)C(=O)N)OC)C (9-benzyl-5-methoxy-8-methyl-1,2,3,4-tetrahydrocarbazole-4-carboxamide). Reagents/catalysts: [Pd] (palladium on carbon). The solvent is CCOCCOCCO (carbitol). Yields the product C1=CC=CC=2C3=CC=CC=C3NC12 (carbazole). Yield: 43.0%. RXN SMILES: C([N:8]1[C:20]2[CH2:19][CH2:18][CH2:17][CH:16](C(N)=O)[C:15]=2[C:14]2[C:9]1=[C:10](C)[CH:11]=[CH:12][C:13]=2OC)C1C=CC=CC=1>CCOCCOCCO.[Pd]>[CH:10]1[C:9]2[NH:8][C:20]3[C:15](=[CH:16][CH:17]=[CH:18][CH:19]=3)[C:14]=2[CH:13]=[CH:12][CH:11]=1. Reported procedure: A solution of 0.805 g of 9-benzyl-5-methoxy-8-methyl-1,2,3,4-tetrahydrocarbazole-4-carboxamide in 24 ml of carbitol was treated with 1.1 g of 5% palladium on carbon and was refluxed for 6 hours open to the air. After cooling, the solution was filtered thourough a pad of celite and the pad was washed with ethyl acetate. The filtrates were diluted with ether and washed four times with water and dried over magnesium sulfate and concentrated. The residue was chromatographed on silica gel using metha... Starting materials: C(C1=CC=CC=C1)(=O)OCCCOCN1C=2N=C(NC(C2N=C1)=O)N (9-(3-benzoyloxypropoxymethyl)guanine). The solvent is CN (methylamine). Reaction conditions: time 8 hour. Yields the product OCCCOCN1C=2N=C(NC(C2N=C1)=O)N (9-(3-hydroxypropoxymethyl)guanine). Isolated yield 68.9%. Reaction SMILES: C([O:9][CH2:10][CH2:11][CH2:12][O:13][CH2:14][N:15]1[CH:23]=[N:22][C:21]2[C:20](=[O:24])[NH:19][C:18]([NH2:25])=[N:17][C:16]1=2)(=O)C1C=CC=CC=1>CN>[OH:9][CH2:10][CH2:11][CH2:12][O:13][CH2:14][N:15]1[CH:23]=[N:22][C:21]2[C:20](=[O:24])[NH:19][C:18]([NH2:25])=[N:17][C:16]1=2. Procedure details: A mixture of 9-(3-benzoyloxypropoxymethyl)guanine (0.5 g) and aqueous 45% methylamine (10 ml) was stirred overnight at room temperature. Excess methylamine and water was evaporated at <30° C. under reduced pressure and the residue recrystallized from ethanol to give 9-(3-hydroxypropoxymethyl)guanine (0.24 g), m.p. 223° C. (with resolidification), as the .1/2 hydrate. Reactants: O=C1CCC(=O)N1Br, COCOc1cc(OCc2ccccc2)ccc1CCC(N)=O, CO, CCO, [K+], [OH-]. Yields the product COCOc1cc(OCc2ccccc2)ccc1CCN. RXN SMILES: [Br:24][N:25]1[C:26](=[O:27])[CH2:28][CH2:29][C:30]1=[O:31].[CH2:1]([c:2]1[cH:3][cH:4][cH:5][cH:6][cH:7]1)[O:8][c:9]1[cH:10][c:11]([O:20][CH2:21][O:22][CH3:23])[c:12]([CH2:15][CH2:16][C:17]([NH2:18])=[O:19])[cH:13][cH:14]1.[CH3:34][OH:35].[CH3:36][CH2:37][OH:38].[K+:33].[OH-:32]>>[CH2:1]([c:2]1[cH:3][cH:4][cH:5][cH:6][cH:7]1)[O:8][c:9]1[cH:10][c:11]([O:20][CH2:21][O:22][CH3:23])[c:12]([CH2:15][CH2:16][NH2:25])[cH:13][cH:14]1.